From a dataset of the Open Reaction Database (ORD), a public repository of structured organic reaction records. describe an organic reaction: reactants, conditions, products, and yield Reactants: CC(C)(C)OC(=O)N1CCC(c2c[nH]c3ccc(C#N)cc23)CC1, CO, Cl, C1COCCO1. The product is N#Cc1ccc2[nH]cc(C3CCNCC3)c2c1. As a reaction SMILES: [C:1]([O:2][C:3](=[O:4])[N:8]1[CH2:9][CH2:10][CH:11]([c:14]2[cH:15][nH:16][c:17]3[cH:18][cH:19][c:20]([C:23]#[N:24])[cH:21][c:22]23)[CH2:12][CH2:13]1)([CH3:5])([CH3:6])[CH3:7].[CH3:32][OH:33].[ClH:25].[O:26]1[CH2:27][CH2:28][O:29][CH2:30][CH2:31]1>>[NH:8]1[CH2:9][CH2:10][CH:11]([c:14]2[cH:15][nH:16][c:17]3[cH:18][cH:19][c:20]([C:23]#[N:24])[cH:21][c:22]23)[CH2:12][CH2:13]1. Starting materials: NC1=C(C=C(C=C1)C1CCC(CC1)=O)C1=CCC(CC1)(C)C (4-[4-amino-3-(4,4-dimethyl-cyclohex-1-enyl)-phenyl]-cyclohexanone), [K+].C(#N)C=1N=C(N(C1)COCC[Si](C)(C)C)C(=O)[O-] (4-Cyano-1-(2-trimethylsilanyl-ethoxymethyl)-1H-imidazole-2-carboxylate potassium salt). Product: CC1(CC=C(CC1)C1=C(C=CC(=C1)C1CCC(CC1)=O)NC(=O)C=1N(C=C(N1)C#N)COCC[Si](C)(C)C)C (4-Cyano-1-(2-trimethylsilanyl-ethoxymethyl)-1H-imidazole-2-carboxylic acid [2-(4,4-dimethyl-cyclohex-1-enyl)-4-(4-oxo-cyclohexyl)-phenyl]-amide). RXN SMILES: [NH2:1][C:2]1[CH:7]=[CH:6][C:5]([CH:8]2[CH2:13][CH2:12][C:11](=[O:14])[CH2:10][CH2:9]2)=[CH:4][C:3]=1[C:15]1[CH2:20][CH2:19][C:18]([CH3:22])([CH3:21])[CH2:17][CH:16]=1.[K+].[C:24]([C:26]1[N:27]=[C:28]([C:39]([O-])=[O:40])[N:29]([CH2:31][O:32][CH2:33][CH2:34][Si:35]([CH3:38])([CH3:37])[CH3:36])[CH:30]=1)#[N:25]>>[CH3:21][C:18]1([CH3:22])[CH2:19][CH2:20][C:15]([C:3]2[CH:4]=[C:5]([CH:8]3[CH2:9][CH2:10][C:11](=[O:14])[CH2:12][CH2:13]3)[CH:6]=[CH:7][C:2]=2[NH:1][C:39]([C:28]2[N:29]([CH2:31][O:32][CH2:33][CH2:34][Si:35]([CH3:38])([CH3:37])[CH3:36])[CH:30]=[C:26]([C:24]#[N:25])[N:27]=2)=[O:40])=[CH:16][CH2:17]1 |f:1.2|. Procedure: The title compound was prepared from 4-[4-amino-3-(4,4-dimethyl-cyclohex-1-enyl)-phenyl]-cyclohexanone (as prepared in the previous step) and 4-cyano-1-(2-trimethylsilanyl-ethoxymethyl)-1H-imidazole-2-carboxylate potassium salt (as prepared in Example 1, step (d)) according to the procedure in Example 1, step (f). Mass spectrum (APCI, m/z): Calcd. for C31H42N4O3Si, 547.3 (M+H). found 547.0. The reactants are COC=1C=C(C=CC1OC)C1NC=2N(C(C1)C(F)(F)F)N=C(C2)C=2C=CC(=NC2)C#N (5-(5-(3,4-dimethoxyphenyl)-7-(trifluoromethyl)-4,5,6,7-tetrahydropyrazolo[1,5-a]pyrimidin-2-yl)picolinonitrile), [OH-].[Na+] (sodium hydroxide), O (water), Cl (hydrochloric acid). The product is COC=1C=C(C=CC1OC)C1NC=2N(C(C1)C(F)(F)F)N=C(C2)C=2C=CC(=NC2)C(=O)O (5-(5-(3,4-dimethoxyphenyl)-7-(trifluoromethyl)-4,5,6,7-tetrahydropyrazolo[1,5-a]pyrimidin-2-yl)picolinic acid). The yield is 74.0%. RXN SMILES: [CH3:1][O:2][C:3]1[CH:4]=[C:5]([CH:11]2[CH2:16][CH:15]([C:17]([F:20])([F:19])[F:18])[N:14]3[N:21]=[C:22]([C:24]4[CH:25]=[CH:26][C:27]([C:30]#N)=[N:28][CH:29]=4)[CH:23]=[C:13]3[NH:12]2)[CH:6]=[CH:7][C:8]=1[O:9][CH3:10].[OH-:32].[Na+].Cl.[OH2:35]>>[CH3:1][O:2][C:3]1[CH:4]=[C:5]([CH:11]2[CH2:16][CH:15]([C:17]([F:18])([F:19])[F:20])[N:14]3[N:21]=[C:22]([C:24]4[CH:25]=[CH:26][C:27]([C:30]([OH:35])=[O:32])=[N:28][CH:29]=4)[CH:23]=[C:13]3[NH:12]2)[CH:6]=[CH:7][C:8]=1[O:9][CH3:10] |f:1.2|. Procedure: To a suspension of 5-(5-(3,4-dimethoxyphenyl)-7-(trifluoromethyl)-4,5,6,7-tetrahydropyrazolo[1,5-a]pyrimidin-2-yl)picolinonitrile (0.694 g, 1.62 mmol) was added 4.00 M sodium hydroxide solution in water (2.02 mL). The resulting mixture was heated at reflux for 3 h. 1.0 N hydrochloric acid solution (11.3 mL) was added and the light brown precipitate was filtered, rinsed with copious amounts of water, dried under air/vacuum for 30 min, and then under high vacuum 48 h to give a light brown solid (0... Starting materials: IC1=CC=CC=2C(OC(C21)=O)=O (4-iodo-2-benzofuran-1,3-dione), NC(=O)N (urea). Run in C=1(C(=CC=CC1)C)C (xylene). The product is IC1=C2C(NC(C2=CC=C1)=O)=O (4-iodo-1H-isoindole-1,3 (2H)-dione). The yield is 60.1%. Reaction SMILES: [I:1][C:2]1[C:10]2[C:9](=[O:11])[O:8][C:7](=O)[C:6]=2[CH:5]=[CH:4][CH:3]=1.[NH2:13]C(N)=O>C1(C)C(C)=CC=CC=1>[I:1][C:2]1[CH:3]=[CH:4][CH:5]=[C:6]2[C:10]=1[C:9](=[O:11])[NH:13][C:7]2=[O:8]. Procedure: A solution of 4-iodo-2-benzofuran-1,3-dione (0.55 g, 2.01 mmol) and urea (0.24 g, 3.99 mmol) in xylene (5 mL) was heated to reflux overnight. After cooling, the solvent was removed in vacuo and the residue partitioned between water and ethyl acetate. The aqueous phase was extracted with ethyl acetate and the combined organic layers washed with brine, dried over MgSO4 and concentrated in vacuo while loading onto silica. Dry flash column chromatography using 5–10% ethyl acetate/isohexane gave 4-io... The reactants are ice water, Cl (hydrochloric acid), COC1=C(OC2=C1C=CC(=C2)OC)C(=O)O (3,6-dimethoxy-2-benzofurancarboxylic acid), 1,1-carbonylbis(1H-imidazole), CN(C=O)C (N,N-dimethylformamide), O.NC1=NN=NN1 (5-aminotetrazole monohydrate). Yields the product N1N=NN=C1C1=C(OC2=C1C=CC=C2)C(=O)N (1Htetrazol-5-yl-2-benzofurancarboxamide). Isolated yield 43.0%. Reaction SMILES: CO[C:3]1[C:7]2[CH:8]=[CH:9][C:10](OC)=[CH:11][C:6]=2[O:5][C:4]=1[C:14]([OH:16])=O.O.N[C:19]1[NH:23][N:22]=[N:21][N:20]=1.Cl.C[N:26](C)C=O>>[NH:20]1[C:19]([C:3]2[C:7]3[CH:8]=[CH:9][CH:10]=[CH:11][C:6]=3[O:5][C:4]=2[C:14]([NH2:26])=[O:16])=[N:23][N:22]=[N:21]1 |f:1.2|. Procedure: A mixture of 5.0 g (0.023 mole) of 3,6-dimethoxy-2-benzofurancarboxylic acid and 8.0 g (0.049 mole) of 1,1-carbonylbis(1H-imidazole) in 60 ml of N,N-dimethylformamide is stirred and warmed on the steam bath for 20 minutes. The mixture is cooled to room temperature, 2.5 g (0.024 mole) of 5-aminotetrazole monohydrate is added, and the new mixture is again heated for 20 minutes. The reaction mixture is cooled, added to 350 g of ice/water and acidified with 4.0 N hydrochloric acid to precipitate the... Starting materials: C(\C=C\CCCCCCCCC(=O)O)(=O)O (trans-traumatic acid), [OH-].[Na+] (NaOH), [N+](=O)([O-])[O-].[Ag+] (AgNO3). The solvent is O (water), O (water). Yields the product C(\C=C\CCCCCCCCC(=O)[O-])(=O)[O-].[Ag+2] (silver trans-traumatate). Reaction SMILES: [C:1]([OH:16])(=[O:15])/[CH:2]=[CH:3]/[CH2:4][CH2:5][CH2:6][CH2:7][CH2:8][CH2:9][CH2:10][CH2:11][C:12]([OH:14])=[O:13].[OH-].[Na+].[N+]([O-])([O-])=O.[Ag+:23]>O>[C:1]([O-:16])(=[O:15])/[CH:2]=[CH:3]/[CH2:4][CH2:5][CH2:6][CH2:7][CH2:8][CH2:9][CH2:10][CH2:11][C:12]([O-:14])=[O:13].[Ag+2:23] |f:1.2,3.4,6.7|. Procedure details: 2.28 g of trans-traumatic acid (10 mmol) are suspended in 20 ml water at 4° C., neutralized using NaOH 1N, sheltered from light. The resulting suspension, kept at 4° C., is exposed to a nitrogen stream and a solution of 3.4 g AgNO3 in 20 ml water is slowly added drop by drop under continuous stirring. RXN SMILES: [CH3:21][I:22].[H-:1].[Na+:2].[O:23]=[CH:24][N:25]([CH3:26])[CH3:27].[c:3]1(-[c:9]2[nH:10][c:11]3[cH:12][cH:13][c:14]([N+:18](=[O:19])[O-:20])[cH:15][c:16]3[cH:17]2)[cH:4][cH:5][cH:6][cH:7][cH:8]1>>[c:3]1(-[c:9]2[n:10]([CH3:21])[c:11]3[cH:12][cH:13][c:14]([N+:18](=[O:19])[O-:20])[cH:15][c:16]3[cH:17]2)[cH:4][cH:5][cH:6][cH:7][cH:8]1. Starting materials: CI, [H-], [Na+], CN(C)C=O, O=[N+]([O-])c1ccc2[nH]c(-c3ccccc3)cc2c1. Product: Cn1c(-c2ccccc2)cc2cc([N+](=O)[O-])ccc21.